Dataset: the Open Reaction Database (ORD), a public repository of structured organic reaction records. Task: describe an organic reaction: reactants, conditions, products, and yield Run at time 4 day. Procedure details: p-Tolunitrile (4.10 g, 0.035 mole) and dichlorine monoxide (6.93 g, 0.074 mole) in carbon tetrachloride (97 ml) were added to a bottle under nitrogen. The bottle was capped and stored at room temperature for 4 days. The water layer was separated, the organic layer dried (MgSO4) and the solvent removed on a rotary evaporator to give p-cyanobenzotrichloride as an oil (7.87 g, yield 100%). The oil was combined with a similar run and distilled in a short path still to give a white crystalline solid ... The yield is 100.0%. Reaction SMILES: [C:1]1(C)[CH:6]=[CH:5][C:4]([C:7]#[N:8])=[CH:3][CH:2]=1.O(Cl)Cl.[C:13]([Cl:17])(Cl)([Cl:15])[Cl:14]>>[C:7]([C:4]1[CH:5]=[CH:6][C:1]([C:13]([Cl:17])([Cl:15])[Cl:14])=[CH:2][CH:3]=1)#[N:8]. Reactants: C1(=CC=C(C=C1)C#N)C (p-Tolunitrile), O(Cl)Cl (dichlorine monoxide), C(Cl)(Cl)(Cl)Cl (carbon tetrachloride). The product is C(#N)C1=CC=C(C=C1)C(Cl)(Cl)Cl (p-cyanobenzotrichloride). Reactants: COC(=O)c1cc(Br)c(Br)o1, C1CCOC1, C[Zn+], [Cl-]. The product is COC(=O)c1cc(Br)c(C)o1. RXN SMILES: [Br:1][c:2]1[cH:3][c:4]([C:8](=[O:9])[O:10][CH3:11])[o:5][c:6]1[Br:7].[CH2:15]1[O:16][CH2:17][CH2:18][CH2:19]1.[CH3:13][Zn+:14].[Cl-:12]>>[Br:1][c:2]1[cH:3][c:4]([C:8](=[O:9])[O:10][CH3:11])[o:5][c:6]1[CH3:13]. Reactants: CC(C)(C)OC(=O)NC1(c2ccc(-c3c(CCc4ccccc4)nc4n3-c3cccnc3Nc3ccccc3-4)cc2)CCC1, ClCCl, Cl, C1COCCO1. The product is NC1(c2ccc(-c3c(CCc4ccccc4)nc4n3-c3cccnc3Nc3ccccc3-4)cc2)CCC1. RXN SMILES: [CH2:1]([CH2:2][c:3]1[cH:4][cH:5][cH:6][cH:7][cH:8]1)[c:9]1[n:10][c:11]2[n:12]([c:26]1-[c:27]1[cH:28][cH:29][c:30]([C:33]3([NH:37][C:38](=[O:39])[O:40][C:41]([CH3:42])([CH3:43])[CH3:44])[CH2:34][CH2:35][CH2:36]3)[cH:31][cH:32]1)-[c:13]1[c:14]([n:22][cH:23][cH:24][cH:25]1)[NH:15][c:16]1[c:17]-2[cH:18][cH:19][cH:20][cH:21]1.[Cl:46][CH2:47][Cl:48].[ClH:45].[O:49]1[CH2:50][CH2:51][O:52][CH2:53][CH2:54]1>>[CH2:1]([CH2:2][c:3]1[cH:4][cH:5][cH:6][cH:7][cH:8]1)[c:9]1[n:10][c:11]2[n:12]([c:26]1-[c:27]1[cH:28][cH:29][c:30]([C:33]3([NH2:37])[CH2:34][CH2:35][CH2:36]3)[cH:31][cH:32]1)-[c:13]1[c:14]([n:22][cH:23][cH:24][cH:25]1)[NH:15][c:16]1[c:17]-2[cH:18][cH:19][cH:20][cH:21]1. Starting materials: CC(C)(C)[O-], CI, COC(=O)c1c[nH]c(C=O)c1, [K+], CN(C)C=O, O. The product is COC(=O)c1cc(C=O)n(C)c1. RXN SMILES: [CH3:12][C:13]([CH3:14])([O-:15])[CH3:16].[CH3:18][I:19].[CH:1](=[O:2])[c:3]1[cH:4][c:5]([C:8](=[O:9])[O:10][CH3:11])[cH:6][nH:7]1.[K+:17].[O:21]=[CH:22][N:23]([CH3:24])[CH3:25].[OH2:20]>>[CH:1](=[O:2])[c:3]1[cH:4][c:5]([C:8](=[O:9])[O:10][CH3:11])[cH:6][n:7]1[CH3:12]. The reactants are C1(CCCC1)CC(C1=C(OC(=C1)C1=CC=CC=C1)CC)NC1=CC=C(C(=O)O)C=C1 (4-{[2-cyclopentyl-1-(2-ethyl-5-phenylfuran-3-yl)ethyl]amino}benzoic acid), CNCCC(=O)OCC (ethyl 3-(methylamino)propanoate), Cl.C(C)N=C=NCCCN(C)C (1-ethyl-3-(3-dimethylaminopropyl)carbodiimide hydrochloride), O.OC1=CC=CC=2NN=NC21 (hydroxybenzotriazole monohydrate). Solvent: C(C)(=O)OCC (Ethyl acetate), CN(C=O)C (N,N-dimethylformamide), C(C)N(CC)CC (triethylamine). Run at time 1 hour. Product: C1(CCCC1)C(C1=C(OC(=C1)C1=CC=CC=C1)CC)NC1=CC=C(C=C1)C(=O)N(CCC(=O)O)C (3-{[(4-{[cyclopentyl(2-ethyl-5-phenylfuran-3-yl)methyl]amino}phenyl)carbonyl](methyl)amino}propanoic acid). The yield is 86.8%. As a reaction SMILES: [CH:1]1([CH2:6][CH:7]([NH:21][C:22]2[CH:30]=[CH:29][C:25]([C:26]([OH:28])=O)=[CH:24][CH:23]=2)[C:8]2[CH:12]=[C:11]([C:13]3[CH:18]=[CH:17][CH:16]=[CH:15][CH:14]=3)[O:10][C:9]=2[CH2:19][CH3:20])C[CH2:4][CH2:3][CH2:2]1.[CH3:31][NH:32][CH2:33][CH2:34][C:35]([O:37]CC)=[O:36].Cl.C(N=C=NCCCN(C)C)C.O.OC1C2N=NNC=2C=CC=1>CN(C)C=O.C(OCC)(=O)C.C(N(CC)CC)C>[CH:6]1([CH:7]([NH:21][C:22]2[CH:30]=[CH:29][C:25]([C:26]([N:32]([CH3:31])[CH2:33][CH2:34][C:35]([OH:37])=[O:36])=[O:28])=[CH:24][CH:23]=2)[C:8]2[CH:12]=[C:11]([C:13]3[CH:18]=[CH:17][CH:16]=[CH:15][CH:14]=3)[O:10][C:9]=2[CH2:19][CH3:20])[CH2:1][CH2:2][CH2:3][CH2:4]1 |f:2.3,4.5|. Procedure details: A solution of 4-{[2-cyclopentyl-1-(2-ethyl-5-phenylfuran-3-yl)ethyl]amino}benzoic acid (195 mg), ethyl 3-(methylamino)propanoate (79 mg), 1-ethyl-3-(3-dimethylaminopropyl)carbodiimide hydrochloride (115 mg), hydroxybenzotriazole monohydrate (92 mg) and triethylamine (84 μL) in N,N-dimethylformamide (10 mL) was stirred at room temperature for 4 hr. Ethyl acetate was added, the mixture was washed with saturated aqueous sodium hydrogen carbonate solution and water, and the organic layer was dried o... The reactants are Cc1ccccc1, CCO, COc1cccc(C=Cc2nc3scc(C)n3c(=O)c2I)c1OCC1CC1, OB(O)c1ccc(OC(F)(F)F)cc1, [Na+], [Na+], O=C([O-])[O-], O. Yields the product COc1cccc(C=Cc2nc3scc(C)n3c(=O)c2-c2ccc(OC(F)(F)F)cc2)c1OCC1CC1. Reaction SMILES: [CH3:48][c:49]1[cH:50][cH:51][cH:52][cH:53][cH:54]1.[CH3:55][CH2:56][OH:57].[CH:1]1([CH2:4][O:5][c:6]2[c:7]([CH:14]=[CH:15][c:16]3[n:17][c:18]4[n:19]([c:20](=[O:23])[c:21]3[I:22])[c:24]([CH3:27])[cH:25][s:26]4)[cH:8][cH:9][cH:10][c:11]2[O:12][CH3:13])[CH2:2][CH2:3]1.[F:28][C:29]([O:30][c:31]1[cH:32][cH:33][c:34]([B:37]([OH:38])[OH:39])[cH:35][cH:36]1)([F:40])[F:41].[Na+:42].[Na+:43].[O-:44][C:45](=[O:46])[O-:47].[OH2:58]>>[CH:1]1([CH2:4][O:5][c:6]2[c:7]([CH:14]=[CH:15][c:16]3[n:17][c:18]4[n:19]([c:20](=[O:23])[c:21]3-[c:34]3[cH:33][cH:32][c:31]([O:30][C:29]([F:28])([F:40])[F:41])[cH:36][cH:35]3)[c:24]([CH3:27])[cH:25][s:26]4)[cH:8][cH:9][cH:10][c:11]2[O:12][CH3:13])[CH2:2][CH2:3]1. Starting materials: CN(C)C=O (DMF), [H-].[Na+] (sodium hydride), C(C)S (ethanethiol), NC1=C2N=CN(C2=NC(=N1)Cl)CC1=CC=CC=C1 (6-amino-9-benzyl-2-chloropurine). Solvent: [Cl-].[Na+].O (Brine). Reaction conditions: temperature 110 celsius. Yields the product NC1=C2N=CN(C2=NC(=N1)SCC)CC1=CC=CC=C1 (6-Amino-9-benzyl-2-ethylthiopurine). Isolated yield 80.9%. As a reaction SMILES: CN(C=O)C.[H-].[Na+].[CH2:8]([SH:10])[CH3:9].[NH2:11][C:12]1[N:20]=[C:19](Cl)[N:18]=[C:17]2[C:13]=1[N:14]=[CH:15][N:16]2[CH2:22][C:23]1[CH:28]=[CH:27][CH:26]=[CH:25][CH:24]=1>[Cl-].[Na+].O>[NH2:11][C:12]1[N:20]=[C:19]([S:10][CH2:8][CH3:9])[N:18]=[C:17]2[C:13]=1[N:14]=[CH:15][N:16]2[CH2:22][C:23]1[CH:24]=[CH:25][CH:26]=[CH:27][CH:28]=1 |f:1.2,5.6.7|. Procedure details: To DMF suspension (10 ml) containing sodium hydride (300 mg, 7.5 mmol, 60% in mineral oil) were added ethanethiol (2 ml, 27 mmol) and 6-amino-9-benzyl-2-chloropurine (100 mg, 0.39 mmol) in order. The mixture was stirred under heating at 110° C. for 3.5 hours. Brine was added thereto and the mixture was extracted with ethyl acetate. The organic layer was dried on magnesium sulfate, filtered and the solvent in the filtrate was evaporated. The residue was purified with silica gel chromatography (1%... Starting materials: CCCC[N+](CCCC)(CCCC)CCCC, C1CCOC1, [F-], CCOC(=O)CCCCC(C=Cc1cc(F)ccc1OCc1ccc(-c2ccc(C(F)(F)F)cc2)cc1)Cc1cc(F)c(O[Si](C(C)C)(C(C)C)C(C)C)c(F)c1. The product is CCOC(=O)CCCCC(C=Cc1cc(F)ccc1OCc1ccc(-c2ccc(C(F)(F)F)cc2)cc1)Cc1cc(F)c(O)c(F)c1. RXN SMILES: [CH2:59]([N+:60]([CH2:61][CH2:62][CH2:63][CH3:64])([CH2:65][CH2:66][CH2:67][CH3:68])[CH2:69][CH2:70][CH2:71][CH3:72])[CH2:73][CH2:74][CH3:75].[CH2:76]1[O:77][CH2:78][CH2:79][CH2:80]1.[F-:58].[F:1][c:2]1[cH:3][c:4]([CH2:5][CH:6]([CH2:7][CH2:8][CH2:9][CH2:10][C:11](=[O:12])[O:13][CH2:14][CH3:15])[CH:16]=[CH:17][c:18]2[c:19]([O:25][CH2:26][c:27]3[cH:28][cH:29][c:30](-[c:33]4[cH:34][cH:35][c:36]([C:39]([F:40])([F:41])[F:42])[cH:37][cH:38]4)[cH:31][cH:32]3)[cH:20][cH:21][c:22]([F:24])[cH:23]2)[cH:43][c:44]([F:57])[c:45]1[O:46][Si:47]([CH:48]([CH3:49])[CH3:50])([CH:51]([CH3:52])[CH3:53])[CH:54]([CH3:55])[CH3:56]>>[F:1][c:2]1[cH:3][c:4]([CH2:5][CH:6]([CH2:7][CH2:8][CH2:9][CH2:10][C:11](=[O:12])[O:13][CH2:14][CH3:15])[CH:16]=[CH:17][c:18]2[c:19]([O:25][CH2:26][c:27]3[cH:28][cH:29][c:30](-[c:33]4[cH:34][cH:35][c:36]([C:39]([F:40])([F:41])[F:42])[cH:37][cH:38]4)[cH:31][cH:32]3)[cH:20][cH:21][c:22]([F:24])[cH:23]2)[cH:43][c:44]([F:57])[c:45]1[OH:46].